This data is from the Open Reaction Database (ORD), a public repository of structured organic reaction records. The task is: describe an organic reaction: reactants, conditions, products, and yield Reactants: N1=C(C=CC=C1)CC#N (2-pyridylacetonitrile), [H-].[Na+] (sodium hydride), O (water), COCCl (chloromethyl methyl ether). The solvent is CS(=O)C (dimethylsulfoxide). Conditions: time 20 minute. Product: COCC(C#N)C1=NC=CC=C1 (3-methoxy-2-(2-pyridyl)propionitrile). Reaction SMILES: [N:1]1[CH:6]=[CH:5][CH:4]=[CH:3][C:2]=1[CH2:7][C:8]#[N:9].[H-].[Na+].[CH3:12][O:13][CH2:14]Cl.O>CS(C)=O>[CH3:12][O:13][CH2:14][CH:7]([C:2]1[CH:3]=[CH:4][CH:5]=[CH:6][N:1]=1)[C:8]#[N:9] |f:1.2|. Procedure details: To a stirred solution of 11.8 g. (0.1 mole) of 2-pyridylacetonitrile in dry dimethylsulfoxide at 10° C. is added 0.1 mole of sodium hydride (dispersed in mineral oil). After 20 minutes, 0.1 mole of chloromethyl methyl ether is added with cooling and the mixture is kept at 10° C. for 2 hours, then allowed to warm to room temperature overnight. The reaction mixture is poured into water and extracted with ether. The organic phase is washed with water, dried over anhydrous sodium sulfate, concentrat... The reactants are COCCOc1cccc2ccc(CC(CBr)C(C)C)cc12, [Li]CCCC, CCOC1=NCC(OCC)=NC1, C1CCOC1. Yields the product CCOC1=NC(CC(Cc2ccc3cccc(OCCOC)c3c2)C(C)C)C(OCC)=NC1. As a reaction SMILES: [Br:18][CH2:19][CH:20]([CH2:21][c:22]1[cH:23][cH:24][c:25]2[cH:26][cH:27][cH:28][c:29]([O:32][CH2:33][CH2:34][O:35][CH3:36])[c:30]2[cH:31]1)[CH:37]([CH3:38])[CH3:39].[CH2:1]([Li:2])[CH2:3][CH2:4][CH3:5].[CH2:6]([CH3:7])[O:8][C:9]1=[N:14][CH2:13][C:12]([O:15][CH2:16][CH3:17])=[N:11][CH2:10]1.[O:40]1[CH2:41][CH2:42][CH2:43][CH2:44]1>>[CH2:6]([CH3:7])[O:8][C:9]1=[N:14][CH2:13][C:12]([O:15][CH2:16][CH3:17])=[N:11][CH:10]1[CH2:19][CH:20]([CH2:21][c:22]1[cH:23][cH:24][c:25]2[cH:26][cH:27][cH:28][c:29]([O:32][CH2:33][CH2:34][O:35][CH3:36])[c:30]2[cH:31]1)[CH:37]([CH3:38])[CH3:39].